This data is from the Open Reaction Database (ORD), a public repository of structured organic reaction records. The task is: describe an organic reaction: reactants, conditions, products, and yield Starting materials: Br, Br, CC(=O)O, Nc1ccccc1F, N, [NH4+], N#C[S-]. Yields the product N#CSc1ccc(N)c(F)c1. As a reaction SMILES: [Br:13].[BrH:15].[CH3:16][C:17](=[O:18])[OH:19].[NH2:1][c:2]1[cH:3][cH:4][cH:5][cH:6][c:7]1[F:8].[NH3:14].[NH4+:12].[S-:9][C:10]#[N:11]>>[NH2:1][c:2]1[cH:3][cH:4][c:5]([S:9][C:10]#[N:11])[cH:6][c:7]1[F:8]. The reactants are O=C([O-])[O-], COC(=O)C1=C(O)c2ccccc2SN1C, CC(C)=O, CI, [K+], [K+]. The product is COC(=O)C1=C(OC)c2ccccc2SN1C. Reaction SMILES: [C:17](=[O:18])([O-:19])[O-:20].[CH3:1][N:2]1[S:3][c:4]2[c:5]([cH:13][cH:14][cH:15][cH:16]2)[C:6]([OH:12])=[C:7]1[C:8](=[O:9])[O:10][CH3:11].[CH3:25][C:26](=[O:27])[CH3:28].[I:23][CH3:24].[K+:21].[K+:22]>>[CH3:1][N:2]1[S:3][c:4]2[c:5]([cH:13][cH:14][cH:15][cH:16]2)[C:6]([O:12][CH3:17])=[C:7]1[C:8](=[O:9])[O:10][CH3:11]. Starting materials: O=C1Cc2ccccc2Sc2cc(Br)ccc21, [C-]#N, CN(C)C=O, O. Product: N#Cc1ccc2c(c1)Sc1ccccc1CC2=O. Reaction SMILES: [Br:1][c:2]1[cH:3][cH:4][c:5]2[c:6]([cH:17]1)[S:7][c:8]1[c:9]([cH:13][cH:14][cH:15][cH:16]1)[CH2:10][C:11]2=[O:12].[C-:18]#[N:19].[CH3:20][N:21]([CH3:22])[CH:23]=[O:24].[OH2:25]>>[c:2]1([C:20]#[N:21])[cH:3][cH:4][c:5]2[c:6]([cH:17]1)[S:7][c:8]1[c:9]([cH:13][cH:14][cH:15][cH:16]1)[CH2:10][C:11]2=[O:12]. Starting materials: ClCCl, Oc1ccccc1, O=C(Cl)Cc1ccccc1, c1ccncc1. The product is O=C(Cc1ccccc1)Oc1ccccc1. Reaction SMILES: [Cl:18][CH2:19][Cl:20].[OH:1][c:2]1[cH:3][cH:4][cH:5][cH:6][cH:7]1.[c:8]1([CH2:14][C:15](=[O:16])[Cl:17])[cH:9][cH:10][cH:11][cH:12][cH:13]1.[cH:21]1[cH:22][cH:23][n:24][cH:25][cH:26]1>>[O:1]([c:2]1[cH:3][cH:4][cH:5][cH:6][cH:7]1)[C:15]([CH2:14][c:8]1[cH:9][cH:10][cH:11][cH:12][cH:13]1)=[O:16].